From a dataset of the Open Reaction Database (ORD), a public repository of structured organic reaction records. describe an organic reaction: reactants, conditions, products, and yield Reactants: COC1=CC=C(C(=O)O)C=C1 (4-methoxybenzoic acid), N,N'-carbonyldiimidazole, NC1=NC2=NC(=CC=C2C=C1)C#N (2-amino-7-cyano-1,8-naphthyridine). Product: C(#N)C1=CC=C2C=CC(=NC2=N1)NC(C1=CC=C(C=C1)OC)=O (N-(7-Cyano-1,8-naphthyridin-2-yl)-4-methoxybenzamide). Isolated yield 11.3%. As a reaction SMILES: [CH3:1][O:2][C:3]1[CH:11]=[CH:10][C:6]([C:7]([OH:9])=O)=[CH:5][CH:4]=1.[NH2:12][C:13]1[CH:22]=[CH:21][C:20]2[C:15](=[N:16][C:17]([C:23]#[N:24])=[CH:18][CH:19]=2)[N:14]=1>>[C:23]([C:17]1[N:16]=[C:15]2[C:20]([CH:21]=[CH:22][C:13]([NH:12][C:7](=[O:9])[C:6]3[CH:5]=[CH:4][C:3]([O:2][CH3:1])=[CH:11][CH:10]=3)=[N:14]2)=[CH:19][CH:18]=1)#[N:24]. Reported procedure: The procedure is similar to that described in Example 1, but starting with 4-methoxybenzoic acid (8.2 g), N,N'-carbonyldiimidazole (8.7 g) and 2-amino-7-cyano-1,8-naphthyridine (6.9 g), and heating for 4 hours under reflux. The insoluble product is separated by filtration and the filtrate is poured into water (1000 cc). The resulting precipitate is filtered off, washed with water (3×75 cc) and dried in the air. The solid obtained is purified by flash chromatography (under 30 kPa) on a column 40 ... Reactants: BrC(C)C (2-bromopropane), C([O-])([O-])=O.[K+].[K+] (potassium carbonate), COC(C1=C(C(=CC=C1)O)N(S(=O)(=O)C1=CC=C(C=C1)OC)CC1=CC=CC=C1)=O (2-[Benzyl-(4-methoxy-benzenesulfonyl)-amino]-3-hydroxy-benzoic acid methyl ester). Run in CCOCC (ether), CN(C)C=O (DMF). The product is COC(C1=C(C(=CC=C1)OC(C)C)N(S(=O)(=O)C1=CC=C(C=C1)OC)CC1=CC=CC=C1)=O (2-[Benzyl-(4-methoxy-benzenesulfonyl)-amino]-3-isopropoxy-benzoic acid methyl ester). The yield is 90.1%. As a reaction SMILES: [CH3:1][O:2][C:3](=[O:30])[C:4]1[CH:9]=[CH:8][CH:7]=[C:6]([OH:10])[C:5]=1[N:11]([CH2:23][C:24]1[CH:29]=[CH:28][CH:27]=[CH:26][CH:25]=1)[S:12]([C:15]1[CH:20]=[CH:19][C:18]([O:21][CH3:22])=[CH:17][CH:16]=1)(=[O:14])=[O:13].Br[CH:32]([CH3:34])[CH3:33].C(=O)([O-])[O-].[K+].[K+]>CN(C=O)C.CCOCC>[CH3:1][O:2][C:3](=[O:30])[C:4]1[CH:9]=[CH:8][CH:7]=[C:6]([O:10][CH:32]([CH3:34])[CH3:33])[C:5]=1[N:11]([CH2:23][C:24]1[CH:29]=[CH:28][CH:27]=[CH:26][CH:25]=1)[S:12]([C:15]1[CH:20]=[CH:19][C:18]([O:21][CH3:22])=[CH:17][CH:16]=1)(=[O:13])=[O:14] |f:2.3.4|. Procedure details: To a solution of 0.20 g (0.468 mmol) of the product of Example 37 dissolved in 5.0 mL of DMF was added 0.26 mL (2.81 mmol) of 2-bromopropane and 1.16 g (8.43 mmol) of potassium carbonate. The reaction mixture was then heated to 80 degrees for 18 h, cooled to room temperature, diluted with ether and washed with water and brine, dried over MgSO4, filtered and concentrated in vacuo. The residue was chromatographed on silica gel eluting with EtOAc-Hexanes (1:3) to provide 0.198 g (90%) of the desire...